From a dataset of the Open Reaction Database (ORD), a public repository of structured organic reaction records. describe an organic reaction: reactants, conditions, products, and yield Reactants: C1=CC=CC=2C3=CC=CC=C3N(C12)CCOCCO (2-(2-Carbazol-9-yl-ethoxy)-ethanol), C(C(=C)C)(=O)Cl (methacryloyl chloride). Run in C(Cl)(Cl)(Cl)Cl (carbon tetrachloride). The product is C1=CC=CC=2C3=CC=CC=C3N(C12)CCOCCOC(C(=C)C)=O ([2-(2-Carbazol-9-yl-ethoxy)-ethyl]methacrylate). The yield is 60.0%. RXN SMILES: [CH:1]1[C:13]2[N:12]([CH2:14][CH2:15][O:16][CH2:17][CH2:18][OH:19])[C:11]3[C:6](=[CH:7][CH:8]=[CH:9][CH:10]=3)[C:5]=2[CH:4]=[CH:3][CH:2]=1.[C:20](Cl)(=[O:24])[C:21]([CH3:23])=[CH2:22]>C(Cl)(Cl)(Cl)Cl>[CH:10]1[C:11]2[N:12]([CH2:14][CH2:15][O:16][CH2:17][CH2:18][O:19][C:20](=[O:24])[C:21]([CH3:23])=[CH2:22])[C:13]3[C:5](=[CH:4][CH:3]=[CH:2][CH:1]=3)[C:6]=2[CH:7]=[CH:8][CH:9]=1. Reported procedure: 1.05 g (4.12 mmol) 4 and 0.65 g (6.22 mmol) methacryloyl chloride were dissolved in 15 ml of carbon tetrachloride. After the addition of 2.6 g activated molecular sieves (3 Å), the mixture was heated to reflux for 24 h. After cooling down to room temperature, it was filtered over basic alumina using 20% THF in CCl4. Evaporating the solvent yielded 0.8 g (60.1%) of a viscous yellow oil. Rf=0.44 (EtOAc/hexanes: 2/8). 1H NMR (CDCl3, 500 MHz, 20° C.): d 8.10 (t, 2H, J=7.76 Hz), 7.44 (m, 4H), 7.23 (m... Reactants: BrC1=CC2=C(C=3N=C(SC3CCO2)C=2N(N=CN2)CC(F)(F)F)C=C1 (8-Bromo-2-[2-(2,2,2-trifluoro-ethyl)-2H-[1,2,4]triazol-3-yl]-4,5-dihydro-6-oxa-3-thia-1-aza-benzo[e]azulene), N1(CCOCC1)CCNC1=NC=C(C=C1)B1OC(C(O1)(C)C)(C)C ((2-Morpholin-4-yl-ethyl)-[5-(4,4,5,5-tetramethyl-[1,3,2]dioxaborolan-2-yl)-pyridin-2-yl]-amine). The product is N1(CCOCC1)CCNC1=NC=C(C=C1)C1=CC2=C(C=3N=C(SC3CCO2)C=2N(N=CN2)CC(F)(F)F)C=C1 ((2-Morpholin-4-yl-ethyl)-(5-{2-[2-(2,2,2-trifluoro-ethyl)-2H-[1,2,4]triazol-3-yl]-4,5-dihydro-6-oxa-3-thia-1-aza-benzo[e]azulen-8-yl}-pyridin-2-yl)-amine). RXN SMILES: Br[C:2]1[CH:25]=[CH:24][C:5]2[C:6]3[N:7]=[C:8]([C:14]4[N:15]([CH2:19][C:20]([F:23])([F:22])[F:21])[N:16]=[CH:17][N:18]=4)[S:9][C:10]=3[CH2:11][CH2:12][O:13][C:4]=2[CH:3]=1.[N:26]1([CH2:32][CH2:33][NH:34][C:35]2[CH:40]=[CH:39][C:38](B3OC(C)(C)C(C)(C)O3)=[CH:37][N:36]=2)[CH2:31][CH2:30][O:29][CH2:28][CH2:27]1>>[N:26]1([CH2:32][CH2:33][NH:34][C:35]2[CH:40]=[CH:39][C:38]([C:2]3[CH:25]=[CH:24][C:5]4[C:6]5[N:7]=[C:8]([C:14]6[N:15]([CH2:19][C:20]([F:22])([F:23])[F:21])[N:16]=[CH:17][N:18]=6)[S:9][C:10]=5[CH2:11][CH2:12][O:13][C:4]=4[CH:3]=3)=[CH:37][N:36]=2)[CH2:31][CH2:30][O:29][CH2:28][CH2:27]1. Reported procedure: Following the procedure for 114, 8-Bromo-2-[2-(2,2,2-trifluoro-ethyl)-2H-[1,2,4]triazol-3-yl]-4,5-dihydro-6-oxa-3-thia-1-aza-benzo[e]azulene was reacted with (2-Morpholin-4-yl-ethyl)-[5-(4,4,5,5-tetramethyl-[1,3,2]dioxaborolan-2-yl)-pyridin-2-yl]-amine to give 116. MS(ESI+) 558.2. 1H NMR (400 MHz, DMSO) δ 8.41 (d, J=2.1, 1H), 8.32 (d, J=8.4, 1H), 8.29 (s, 1H), 7.79 (dd, J=8.8, 2.4, 1H), 7.45 (dd, J=8.4, 1.7, 1H), 7.30 (d, J=1.6, 1H), 6.59 (dd, J=10.9, 7.1, 2H), 5.87 (q, J=8.7, 2H), 4.41 (t, J=4.... RXN SMILES: [C:1]([CH3:3])([CH3:4])([NH:5][C:6](=[O:2])[c:8]1[cH:9][c:10]2[c:11]([n:12][cH:13]1)[nH:14][c:15]([CH:17]([CH2:18][CH:19]1[CH2:20][CH2:21][CH2:22][CH2:23]1)[c:24]1[cH:25][cH:26][c:27]([S:30](=[O:31])(=[O:32])[CH3:33])[cH:28][cH:29]1)[cH:16]2)[CH3:7].[CH:39]([Cl:40])([Cl:41])[Cl:42].[P:34]([Cl:35])([Cl:36])([Cl:37])=[O:38]>>[N:5]#[C:6][c:8]1[cH:9][c:10]2[c:11]([n:12][cH:13]1)[nH:14][c:15]([CH:17]([CH2:18][CH:19]1[CH2:20][CH2:21][CH2:22][CH2:23]1)[c:24]1[cH:25][cH:26][c:27]([S:30](=[O:31])(=[O:32])[CH3:33])[cH:28][cH:29]1)[cH:16]2. Product: CS(=O)(=O)c1ccc(C(CC2CCCC2)c2cc3cc(C#N)cnc3[nH]2)cc1. Starting materials: CC(C)(C)NC(=O)c1cnc2[nH]c(C(CC3CCCC3)c3ccc(S(C)(=O)=O)cc3)cc2c1, ClC(Cl)Cl, O=P(Cl)(Cl)Cl. The reactants are COCC(C)Oc1cc(Oc2ccc(S(C)(=O)=O)nc2)cc(-c2ccc(C3=NC(CO[Si](C(C)C)(C(C)C)C(C)C)C(C)O3)[nH]2)c1, CCCC[N+](CCCC)(CCCC)CCCC, [F-], C1CCOC1, O. Yields the product COCC(C)Oc1cc(Oc2ccc(S(C)(=O)=O)nc2)cc(-c2ccc(C3=NC(CO)C(C)O3)[nH]2)c1. RXN SMILES: [CH3:1][O:2][CH2:3][CH:4]([O:5][c:6]1[cH:7][c:8]([O:9][c:10]2[cH:11][cH:12][c:13]([S:16](=[O:17])(=[O:18])[CH3:19])[n:14][cH:15]2)[cH:20][c:21](-[c:23]2[nH:24][c:25]([C:28]3=[N:32][CH:31]([CH2:33][O:34][Si:35]([CH:36]([CH3:37])[CH3:38])([CH:39]([CH3:40])[CH3:41])[CH:42]([CH3:43])[CH3:44])[CH:30]([CH3:45])[O:29]3)[cH:26][cH:27]2)[cH:22]1)[CH3:46].[CH3:48][CH2:49][CH2:50][CH2:51][N+:52]([CH2:53][CH2:54][CH2:55][CH3:56])([CH2:57][CH2:58][CH2:59][CH3:60])[CH2:61][CH2:62][CH2:63][CH3:64].[F-:47].[O:66]1[CH2:67][CH2:68][CH2:69][CH2:70]1.[OH2:65]>>[CH3:1][O:2][CH2:3][CH:4]([O:5][c:6]1[cH:7][c:8]([O:9][c:10]2[cH:11][cH:12][c:13]([S:16](=[O:17])(=[O:18])[CH3:19])[n:14][cH:15]2)[cH:20][c:21](-[c:23]2[nH:24][c:25]([C:28]3=[N:32][CH:31]([CH2:33][OH:34])[CH:30]([CH3:45])[O:29]3)[cH:26][cH:27]2)[cH:22]1)[CH3:46]. Starting materials: BrC1=C(C=CC(=C1)[N+](=O)[O-])O (2-bromo-4-nitrophenol), ClC(C(=O)C1=CC=CC=C1)(F)F (2-chloro-2,2-difluoroacetophenone). The product is BrC1=C(C=CC(=C1)[N+](=O)[O-])OC(F)F (2-bromo-1-difluoromethoxy-4-nitro-benzene). As a reaction SMILES: [Br:1][C:2]1[CH:7]=[C:6]([N+:8]([O-:10])=[O:9])[CH:5]=[CH:4][C:3]=1[OH:11].Cl[C:13]([F:23])([F:22])C(C1C=CC=CC=1)=O>>[Br:1][C:2]1[CH:7]=[C:6]([N+:8]([O-:10])=[O:9])[CH:5]=[CH:4][C:3]=1[O:11][CH:13]([F:23])[F:22]. Procedure details: The compound was prepared starting from commercially available 2-bromo-4-nitrophenol, which was reacted with 2-chloro-2,2-difluoroacetophenone (J. Hu et al., J. Org. Chem., 2006, 71, 9845) to yield 2-bromo-1-difluoromethoxy-4-nitro-benzene. Subsequent Buchwald-Hartwig coupling of 2-bromo-1-difluoromethoxy-4-nitro-benzene with tert.butyloxycarbonyl-piperazine by analogy to preparation example 3.1, reduction of the nitro group to the corresponding aniline by analogy to preparation example 3.2, sub... Starting materials: BrC=1C=C(SC1C)C1OCCO1 (2-(4-bromo-5-methyl-2-thienyl)-1,3-dioxolane), C(CCC)[Li] (n-butyl lithium), C(O)([O-])=O.[Na+] (sodium hydrogen carbonate), C(=O)=O (Carbon dioxide). The solvent is O1CCCC1 (tetrahydrofuran). Run at time 1 hour. The product is C(=O)C1=CC(=C(S1)C)C(=O)O (5-formyl-2-methylthiophene-3-carboxylic acid). Yield: 36.0%. As a reaction SMILES: Br[C:2]1[CH:3]=[C:4]([CH:8]2[O:12]CCO2)[S:5][C:6]=1[CH3:7].C([Li])CCC.[C:18](=[O:20])=[O:19].C(=O)([O-])O.[Na+]>O1CCCC1>[CH:8]([C:4]1[S:5][C:6]([CH3:7])=[C:2]([C:18]([OH:20])=[O:19])[CH:3]=1)=[O:12] |f:3.4|. Procedure details: To a solution of 2-(4-bromo-5-methyl-2-thienyl)-1,3-dioxolane (5.0 g) in tetrahydrofuran (50 mL) was added dropwise n-butyl lithium (1.6M hexane solution, 12.5 mL) at −78° C. and, after the dropwise addition, the mixture was stirred for 1 hr. Carbon dioxide was blown into the reaction solution for 30 min. The reaction mixture was warmed to room temperature, saturated aqueous sodium hydrogen carbonate solution was added, and the mixture was extracted with ethyl acetate. The aqueous layer was acid... Reactants: C(=O)(OC(C)(C)C)N1C[C@@H](CC1)O (N-Boc-(R)-3-hydroxypyrrolidine), C(Br)(Br)(Br)Br (carbon tetrabromide), C1(=CC=CC=C1)P(C1=CC=CC=C1)C1=CC=CC=C1 (triphenylphosphine). The solvent is C1CCOC1 (THF). Reaction conditions: temperature 60 celsius, time 1 hour. Product: Br[C@@H]1CN(CC1)C(=O)OC(C)(C)C ((S)-tert-butyl 3-bromopyrrolidine-1-carboxylate). The yield is 89.6%. As a reaction SMILES: [C:1]([N:8]1[CH2:12][CH2:11][C@@H:10](O)[CH2:9]1)([O:3][C:4]([CH3:7])([CH3:6])[CH3:5])=[O:2].C(Br)(Br)(Br)[Br:15].C1(P(C2C=CC=CC=2)C2C=CC=CC=2)C=CC=CC=1>C1COCC1>[Br:15][C@H:10]1[CH2:11][CH2:12][N:8]([C:1]([O:3][C:4]([CH3:7])([CH3:6])[CH3:5])=[O:2])[CH2:9]1. Reported procedure: To a stirred solution of N-Boc-(R)-3-hydroxypyrrolidine (0.936 g, 5 mmol) in THF (25 mL) was added carbon tetrabromide (2.487 g, 7.50 mmol) followed by triphenylphosphine (1.967 g, 7.50 mmol). The resulting suspension was allowed to stir at 60° C. for 1 h. Insoluble material was filtered, and concentrated. The residue was purified by silica gel column chromatography with a gradient of EtOAc (5-30%) in hexanes to afford 72 (1.12 g, 90%) as a colorless oil. LRMS (ESI): calc. 249.0; found 271.9 (MN...